From a dataset of the Open Reaction Database (ORD), a public repository of structured organic reaction records. describe an organic reaction: reactants, conditions, products, and yield Starting materials: CCNC(=O)Nc1nc2cc(-c3cccnc3)cc(C(=O)OC)c2s1, CO, NN, O, O. The product is CCNC(=O)Nc1nc2cc(-c3cccnc3)cc(C(=O)NN)c2s1. Reaction SMILES: [CH3:1][O:2][C:3](=[O:4])[c:5]1[cH:6][c:7](-[c:20]2[cH:21][n:22][cH:23][cH:24][cH:25]2)[cH:8][c:9]2[n:10][c:11]([NH:14][C:15](=[O:16])[NH:17][CH2:18][CH3:19])[s:12][c:13]12.[CH3:29][OH:30].[NH2:27][NH2:28].[OH2:26].[OH2:31]>>[O:2]=[C:3]([c:5]1[cH:6][c:7](-[c:20]2[cH:21][n:22][cH:23][cH:24][cH:25]2)[cH:8][c:9]2[n:10][c:11]([NH:14][C:15](=[O:16])[NH:17][CH2:18][CH3:19])[s:12][c:13]12)[NH:27][NH2:28].